Dataset: the Open Reaction Database (ORD), a public repository of structured organic reaction records. Task: describe an organic reaction: reactants, conditions, products, and yield Starting materials: CC(C)(C)OC(=O)N1CCN(C(COCc2ccccc2)c2ccc(F)cc2)CC1, ClCCl, O=C(O)C(F)(F)F. Product: Fc1ccc(C(COCc2ccccc2)N2CCNCC2)cc1. RXN SMILES: [CH2:1]([c:2]1[cH:3][cH:4][cH:5][cH:6][cH:7]1)[O:8][CH2:9][CH:10]([c:11]1[cH:12][cH:13][c:14]([F:17])[cH:15][cH:16]1)[N:18]1[CH2:19][CH2:20][N:21]([C:24]([O:25][C:26]([CH3:27])([CH3:28])[CH3:29])=[O:30])[CH2:22][CH2:23]1.[Cl:38][CH2:39][Cl:40].[OH:31][C:32]([C:33]([F:34])([F:35])[F:36])=[O:37]>>[CH2:1]([c:2]1[cH:3][cH:4][cH:5][cH:6][cH:7]1)[O:8][CH2:9][CH:10]([c:11]1[cH:12][cH:13][c:14]([F:17])[cH:15][cH:16]1)[N:18]1[CH2:19][CH2:20][NH:21][CH2:22][CH2:23]1.